Dataset: the Open Reaction Database (ORD), a public repository of structured organic reaction records. Task: describe an organic reaction: reactants, conditions, products, and yield Starting materials: CCOCC, CCc1nc2c(OC(F)F)ccc(C(=O)Oc3ccc([N+](=O)[O-])cc3)c2o1, Cn1cnc(C#N)c1N. Yields the product CCc1nc2c(OC(F)F)ccc(C(=O)Nc3c(C#N)ncn3C)c2o1. Reaction SMILES: [CH3:37][CH2:38][O:39][CH2:40][CH3:41].[N+:1]([c:2]1[cH:3][cH:4][c:5]([O:6][C:11](=[O:12])[c:13]2[cH:14][cH:15][c:16]([O:24][CH:25]([F:26])[F:27])[c:17]3[n:18][c:19]([CH2:22][CH3:23])[o:20][c:21]23)[cH:7][cH:8]1)([O-:9])=[O:10].[NH2:28][c:29]1[c:30]([C:35]#[N:36])[n:31][cH:32][n:33]1[CH3:34]>>[C:11](=[O:12])([c:13]1[cH:14][cH:15][c:16]([O:24][CH:25]([F:26])[F:27])[c:17]2[n:18][c:19]([CH2:22][CH3:23])[o:20][c:21]12)[NH:28][c:29]1[c:30]([C:35]#[N:36])[n:31][cH:32][n:33]1[CH3:34]. Starting materials: BrBr (bromine), COC1=CC=C(C=C1)C(CC)=O (4′-methoxypropiophenone), ice water. Reagents/catalysts: Br (HBr). Run in C(C)(=O)O (acetic acid). Reaction conditions: time 45 minute. Yields the product BrC(C(=O)C1=CC=C(C=C1)OC)C (2-Bromo-4′-methoxypropiophenone). As a reaction SMILES: [CH3:1][O:2][C:3]1[CH:8]=[CH:7][C:6]([C:9](=[O:12])[CH2:10][CH3:11])=[CH:5][CH:4]=1.[Br:13]Br>C(O)(=O)C.Br>[Br:13][CH:10]([CH3:11])[C:9]([C:6]1[CH:7]=[CH:8][C:3]([O:2][CH3:1])=[CH:4][CH:5]=1)=[O:12]. Procedure: 0.30 mol of 4′-methoxypropiophenone is dissolved in 230 ml of glacial acetic acid and mixed with 3 drops of 48% HBr solution. In the stirred mixture, 0.30 mol of bromine is now slowly added in drops while being cooled in an ice bath such that the temperature in the flask does not exceed 15° C. The ice bath is removed, and it is stirred for about another 45 minutes in a continuous nitrogen stream to remove the HBR that is produced in the reaction. Then, it is carefully poured onto 300 ml of ice w... Reactants: C1(CC1)C(CC(=O)OC)=O (methyl 3-cyclopropyl-3-oxopropanoate), COC(N(C)C)OC (dimethylformamide dimethylacetal), O.NN (hydrazine monohydrate). The product is C1(CC1)C1=NNC=C1C(=O)OC (methyl 3-cyclopropyl-1H-pyrazole-4-carboxylate). RXN SMILES: [CH:1]1([C:4](=O)[CH2:5][C:6]([O:8][CH3:9])=[O:7])[CH2:3][CH2:2]1.COC(OC)[N:14]([CH3:16])C.O.[NH2:20]N>>[CH:1]1([C:4]2[C:5]([C:6]([O:8][CH3:9])=[O:7])=[CH:16][NH:14][N:20]=2)[CH2:3][CH2:2]1 |f:2.3|. Reported procedure: Using methyl 3-cyclopropyl-3-oxopropanoate (2.8 g), dimethylformamide dimethylacetal (2.8 mL) and hydrazine monohydrate (1.1 mL) and in the same manner as in Example 1(3), a crude product of methyl 3-cyclopropyl-1H-pyrazole-4-carboxylate was obtained. This was dissolved in dimethylformamide (30 ml), potassium carbonate (4.2 g) and 2-chloro-5-trifluoromethylpyridine (3.6 g) were added, and the mixture was stirred at 100° C. for 2 hr. In the same manner as in Example 1(4), the title object compoun... Reactants: [OH-].[Na+] (NaOH), O (water), O1C(=CC=C1)C1=CC(=NN1C=1C=C(C#N)C=CC1)C(F)(F)F (3-(5-(furan-2-yl)-3-(trifluoromethyl)-1H-pyrazol-1-yl)benzonitrile), [H-].[Al+3].[Li+].[H-].[H-].[H-] (lithium aluminium hydride), O (water). Run in C1CCOC1 (THF). Conditions: time 0.5 hour. Yields the product O1C(=CC=C1)C1=CC(=NN1C=1C=C(C=CC1)CN)C(F)(F)F ((3-(5-(furan-2-yl)-3-(trifluoromethyl)-1H-pyrazol-1-yl)phenyl)methanamine). Isolated yield 100.0%. Reaction SMILES: [O:1]1[CH:5]=[CH:4][CH:3]=[C:2]1[C:6]1[N:10]([C:11]2[CH:12]=[C:13]([CH:16]=[CH:17][CH:18]=2)[C:14]#[N:15])[N:9]=[C:8]([C:19]([F:22])([F:21])[F:20])[CH:7]=1.[H-].[Al+3].[Li+].[H-].[H-].[H-].O.[OH-].[Na+]>C1COCC1>[O:1]1[CH:5]=[CH:4][CH:3]=[C:2]1[C:6]1[N:10]([C:11]2[CH:12]=[C:13]([CH2:14][NH2:15])[CH:16]=[CH:17][CH:18]=2)[N:9]=[C:8]([C:19]([F:21])([F:20])[F:22])[CH:7]=1 |f:1.2.3.4.5.6,8.9|. Procedure: To a stirred solution of 53 (3 g, 9.89 mmol) in THF (50 mL) at 0° C. was added lithium aluminium hydride (0.939 g, 24.73 mmol). The resulting suspension was allowed to stir for 0.5 h. The reaction mixture was then warmed to room temperature and stirred for another 1 h. The following was added sequentially: 0.9 mL of water, 0.9 mL of 15% NaOH and 1.8 mL of water. The white solid was removed by filtration and the filtrate evaporated under vacuum. The title product 54 (3.04 g, 100% yield) was isola... Reactants: Cc1ccc(CC2(O)CCNCC2)cc1, CO, COc1ccc(CC2CO2)cc1F. Yields the product COc1ccc(CC(O)CN2CCC(O)(Cc3ccc(C)cc3)CC2)cc1F. RXN SMILES: [CH3:14][c:15]1[cH:16][cH:17][c:18]([CH2:19][C:20]2([OH:26])[CH2:21][CH2:22][NH:23][CH2:24][CH2:25]2)[cH:27][cH:28]1.[CH3:29][OH:30].[F:1][c:2]1[cH:3][c:4]([CH2:5][CH:6]2[O:7][CH2:8]2)[cH:9][cH:10][c:11]1[O:12][CH3:13]>>[F:1][c:2]1[cH:3][c:4]([CH2:5][CH:6]([OH:7])[CH2:8][N:23]2[CH2:22][CH2:21][C:20]([CH2:19][c:18]3[cH:17][cH:16][c:15]([CH3:14])[cH:28][cH:27]3)([OH:26])[CH2:25][CH2:24]2)[cH:9][cH:10][c:11]1[O:12][CH3:13]. Starting materials: Cl (hydrochloric acid), CC=1C(=C2CCCC(C2=C(C1OC)C)=O)C1CC(=C(C(C1)=O)C(CC)=O)O (5-(6,8-dimethyl-7-methoxy-1-oxo-1,2,3,4-tetrahydronaphth-5-yl)-3-hydroxy-2-propionylcyclohex-2-en-1-one), Cl.C(C)ON (ethoxyamine hydrochloride), C(C)(=O)[O-].[Na+] (sodium acetate). Run in alcohol. Conditions: time 1 hour. The product is CC=1C(=C2CCCC(C2=C(C1OC)C)=O)C1CC(=C(C(C1)=O)C(CC)=NOCC)O (5-(6,8-Dimethyl-7-methoxy-1-oxo-1,2,3,4-tetrahydronaphth-5-yl)-2-[1-(ethoxyimino)propyl]-3-hydroxycyclohex-2-en-1-one). As a reaction SMILES: [CH3:1][C:2]1[C:3]([CH:16]2[CH2:21][C:20](=[O:22])[C:19]([C:23](=O)[CH2:24][CH3:25])=[C:18]([OH:27])[CH2:17]2)=[C:4]2[C:9](=[C:10]([CH3:14])[C:11]=1[O:12][CH3:13])[C:8](=[O:15])[CH2:7][CH2:6][CH2:5]2.Cl.[CH2:29]([O:31][NH2:32])[CH3:30].C([O-])(=O)C.[Na+].Cl>>[CH3:1][C:2]1[C:3]([CH:16]2[CH2:21][C:20](=[O:22])[C:19]([C:23](=[N:32][O:31][CH2:29][CH3:30])[CH2:24][CH3:25])=[C:18]([OH:27])[CH2:17]2)=[C:4]2[C:9](=[C:10]([CH3:14])[C:11]=1[O:12][CH3:13])[C:8](=[O:15])[CH2:7][CH2:6][CH2:5]2 |f:1.2,3.4|. Procedure: A mixture of 5-(6,8-dimethyl-7-methoxy-1-oxo-1,2,3,4-tetrahydronaphth-5-yl)-3-hydroxy-2-propionylcyclohex-2-en-1-one (0.48 g), ethoxyamine hydrochloride (1 equiv), anhydrous sodium acetate (1 equiv) and absolute alcohol (30 ml) was stirred at room temperature for 1 hr. The mixture was poured into a very dilute aqueous hydrochloric acid solution which was then immediately extracted with diethyl ether. The dried (MgSO4) organic fraction was evaporated to give 5-(6,8-dimethyl-7-methoxy-1-oxo-1,2,3,... Starting materials: COc1c(C=O)cc(C(C)(C)C)cc1C(C)(C)C, C1CCOC1, CCOC(C)=O, Cl. Yields the product CCOC(=O)CC(O)c1cc(C(C)(C)C)cc(C(C)(C)C)c1OC. RXN SMILES: [C:1]([CH3:2])([CH3:3])([CH3:4])[c:5]1[c:6]([O:17][CH3:18])[c:7]([CH:8]=[O:9])[cH:10][c:11]([C:13]([CH3:14])([CH3:15])[CH3:16])[cH:12]1.[CH2:26]1[O:27][CH2:28][CH2:29][CH2:30]1.[CH3:20][CH2:21][O:22][C:23]([CH3:24])=[O:25].[ClH:19]>>[C:1]([CH3:2])([CH3:3])([CH3:4])[c:5]1[c:6]([O:17][CH3:18])[c:7]([CH:8]([OH:9])[CH2:24][C:23]([O:22][CH2:21][CH3:20])=[O:25])[cH:10][c:11]([C:13]([CH3:14])([CH3:15])[CH3:16])[cH:12]1. Starting materials: [Cl-].[NH4+] (ammonium chloride), FC[C@@H]1[C@](C(N(C1)[C@H](C)C1=CC=CC=C1)=O)(C(=O)OCC)C (ethyl(3R,4R)-4-fluoromethyl-3-methyl-2-oxo-1-[(1R)-1-phenylethyl]pyrrolidine-3-carboxylate), IC (iodomethane), C[Si](C)(C)[N-][Si](C)(C)C.[K+] (potassium bistrimethylsilyl amide). Solvent: O1CCCC1 (tetrahydrofuran). Conditions: time 10 minute. The product is FC[C@@H]1[C@@](C(N(C1)[C@H](C)C1=CC=CC=C1)=O)(C(=O)OCC)C (Ethyl(3S,4R)-4-fluoromethyl-3-methyl-2-oxo-1-[(1R)-1-phenylethyl]pyrrolidine-3-carboxylate). Isolated yield 83.1%. As a reaction SMILES: [F:1][CH2:2][C@H:3]1[CH2:7][N:6]([C@@H:8]([C:10]2[CH:15]=[CH:14][CH:13]=[CH:12][CH:11]=2)[CH3:9])[C:5](=[O:16])[C@:4]1([CH3:22])[C:17]([O:19][CH2:20][CH3:21])=[O:18].IC.C[Si]([N-][Si](C)(C)C)(C)C.[K+].[Cl-].[NH4+]>O1CCCC1>[F:1][CH2:2][C@H:3]1[CH2:7][N:6]([C@@H:8]([C:10]2[CH:11]=[CH:12][CH:13]=[CH:14][CH:15]=2)[CH3:9])[C:5](=[O:16])[C@@:4]1([CH3:22])[C:17]([O:19][CH2:20][CH3:21])=[O:18] |f:2.3,4.5|. Procedure: To a solution of ethyl(3R,4R)-4-fluoromethyl-3-methyl-2-oxo-1-[(1R)-1-phenylethyl]pyrrolidine-3-carboxylate (33.4 g, 114 mmol) and iodomethane (9.94 mL, 159 mmol) in tetrahydrofuran (670 mL), potassium bistrimethylsilyl amide (274 mL, 137 mmol, 0.5M solution in toluene) was added at −78° C., and the mixture was stirred at the same temperature for 10 minutes. The temperature was gradually increased in 30 minutes with stirring to −10° C., and saturated aqueous solution of ammonium chloride (700 mL... Starting materials: [I-].[K+] (potassium iodide), BrC(C)C (2-bromopropane), ClC1=CC=C(C=C1)N(C(CC1=CC=CC=C1)=O)C1CCNCC1 (N-(4-chlorophenyl)-N-(4-piperidinyl)benzeneacetamide), C([O-])([O-])=O.[Na+].[Na+] (sodium carbonate), BrC(C)C (2-bromopropane). Run in C(CCC)O (butanol), CC(C)=O (2-propanone). Conditions: time 19 hour. The product is hydrochloride salt, Cl.ClC1=CC=C(C=C1)N(C(CC1=CC=CC=C1)=O)C1CCN(CC1)C(C)C (N-(4-chlorophenyl)-N-[1-(1-methylethyl)-4-piperidinyl]benzeneacetamide hydrochloride). As a reaction SMILES: [Cl:1][C:2]1[CH:7]=[CH:6][C:5]([N:8]([CH:18]2[CH2:23][CH2:22][NH:21][CH2:20][CH2:19]2)[C:9](=[O:17])[CH2:10][C:11]2[CH:16]=[CH:15][CH:14]=[CH:13][CH:12]=2)=[CH:4][CH:3]=1.C(=O)([O-])[O-].[Na+].[Na+].[I-].[K+].Br[CH:33]([CH3:35])[CH3:34]>CC(=O)C.C(O)CCC>[ClH:1].[Cl:1][C:2]1[CH:3]=[CH:4][C:5]([N:8]([CH:18]2[CH2:23][CH2:22][N:21]([CH:33]([CH3:35])[CH3:34])[CH2:20][CH2:19]2)[C:9](=[O:17])[CH2:10][C:11]2[CH:16]=[CH:15][CH:14]=[CH:13][CH:12]=2)=[CH:6][CH:7]=1 |f:1.2.3,4.5,9.10|. Reported procedure: To a stirred suspension of 5 parts of N-(4-chlorophenyl)-N-(4-piperidinyl)benzeneacetamide, 5 parts of sodium carbonate, a few crystals of potassium iodide in 200 parts of butanol is added dropwise 4 parts of 2-bromopropane at room temperature. After the addition is complete, the whole is stirred and refluxed for 20 hours. Then the second portion of 4 parts of 2-bromopropane is added and stirring and refluxing is continued for another 19 hours. The reaction mixture is cooled, filtered and the fi... The reactants are C1(=CC=CC=C1)P(C1=CC=CC=C1)C1=CC=CC=C1 (triphenylphosphine), N(=NC(=O)OCC)C(=O)OCC (diethyl azodicarboxylate), OC1CCN(CC1)C(=O)OC(C)(C)C (tert-butyl 4-hydroxy-1-piperidinecarboxylate), FC(CO)(F)F (2,2,2-trifluoroethanol). Solvent: O1CCCC1 (tetrahydrofuran). Reaction conditions: time 2 hour. Yields the product crude product, FC(COC1CCN(CC1)C(=O)OC(C)(C)C)(F)F (tert-Butyl 4-(2,2,2-trifluoroethoxy)-1-piperidinecarboxylate). Reaction SMILES: [OH:1][CH:2]1[CH2:7][CH2:6][N:5]([C:8]([O:10][C:11]([CH3:14])([CH3:13])[CH3:12])=[O:9])[CH2:4][CH2:3]1.[F:15][C:16]([F:20])([F:19])[CH2:17]O.C1(P(C2C=CC=CC=2)C2C=CC=CC=2)C=CC=CC=1.N(C(OCC)=O)=NC(OCC)=O>O1CCCC1>[F:15][C:16]([F:20])([F:19])[CH2:17][O:1][CH:2]1[CH2:3][CH2:4][N:5]([C:8]([O:10][C:11]([CH3:14])([CH3:13])[CH3:12])=[O:9])[CH2:6][CH2:7]1. Procedure: To a solution of tert-butyl 4-hydroxy-1-piperidinecarboxylate (30.0 g), 2,2,2-trifluoroethanol (149 g) and triphenylphosphine (58.6 g) in tetrahydrofuran (450 ml) was slowly added diethyl azodicarboxylate (38.9 g) at 8° C. The mixture was stirred at room temperature for 2 hours, and at 60° C. for 8 hours. The reaction mixture was concentrated in vacuo to give the crude product of the title compound. The crude product was purified by chromatography on silica gel.